This data is from the Open Reaction Database (ORD), a public repository of structured organic reaction records. The task is: describe an organic reaction: reactants, conditions, products, and yield Reactants: C(C1=CC=CC=C1)[C@H]1N(C(OC1)=O)C(CCCC(C)C)=O ((4R)-4-benzyl-3-(5-methylhexanoyl)-1,3-oxazolidin-2-one), C[Si](C)(C)[N-][Si](C)(C)C.[Na+] (sodium bis(trimethylsilyl)amide), C(C=C)Br (allyl bromide). The solvent is C1CCOC1 (THF). Conditions: temperature 0 celsius, time 45 minute. Yields the product C(C1=CC=CC=C1)[C@H]1N(C(OC1)=O)C([C@H](CC=C)CCC(C)C)=O ((4R)-4-benzyl-3-[(2S)-2-(3-methylbutyl)-4-pentenoyl]-1,3-oxazolidin-2-one). Procedure details: To a stirred −78° C. solution of Example 8B (15.65 g, 54.2 mmol) in THF (160 mL) was added sodium bis(trimethylsilyl)amide (55 mL, 1M in THF). The reaction mixture was stirred for 45 minutes and allyl bromide (5.3 mL, 60.9 mmol) was added. The reaction mixture was stirred for 90 minutes, warmed to 0° C., and stirred an additional 90 minutes. The reaction was quenched with saturated ammonium chloride, concentrated, and partitioned between water and ethyl acetate. The organic layer was washed sequ... Reaction SMILES: [CH2:1]([C@@H:8]1[CH2:12][O:11][C:10](=[O:13])[N:9]1[C:14](=[O:21])[CH2:15][CH2:16][CH2:17][CH:18]([CH3:20])[CH3:19])[C:2]1[CH:7]=[CH:6][CH:5]=[CH:4][CH:3]=1.C[Si]([N-][Si](C)(C)C)(C)C.[Na+].[CH2:32](Br)[CH:33]=[CH2:34]>C1COCC1>[CH2:1]([C@@H:8]1[CH2:12][O:11][C:10](=[O:13])[N:9]1[C:14](=[O:21])[C@@H:15]([CH2:16][CH2:17][CH:18]([CH3:19])[CH3:20])[CH2:34][CH:33]=[CH2:32])[C:2]1[CH:3]=[CH:4][CH:5]=[CH:6][CH:7]=1 |f:1.2|. The reactants are C(CCC)[Li].CCCCCC (n-Butyllithium hexane), COC1=NC(=CC=C1)C (2-methoxy-6-methylpyridine), C=O (paraformaldehyde), ice water, [Na+].[Cl-] (NaCl). Run in C1CCOC1 (THF). Run at temperature -78 celsius, time 45 minute. Yields the product COC1=CC=CC(=N1)CCO (2-(6-methoxypyridin-2-yl)ethanol). Yield: 37.0%. Reaction SMILES: C([Li])CCC.CCCCCC.[CH3:12][O:13][C:14]1[CH:19]=[CH:18][CH:17]=[C:16]([CH3:20])[N:15]=1.[CH2:21]=[O:22].[Na+].[Cl-]>C1COCC1>[CH3:12][O:13][C:14]1[N:15]=[C:16]([CH2:20][CH2:21][OH:22])[CH:17]=[CH:18][CH:19]=1 |f:0.1,4.5|. Procedure details: 1.6M n-Butyllithium/hexane solution (282 mL, 451.96 mmol) was added dropwise to a solution of 2-methoxy-6-methylpyridine (50.60 g, 410.87 mmol) in THF (625 mL) over 1 hr at −78° C. under argon atmosphere. The reaction mixture was stirred at −78° C. for 45 min, paraformaldehyde (49.3 g, 1643.49 mmol) was added thereto at −78° C., and the mixture was stirred vigorously at room temperature for 3.5 hr. The reaction mixture was poured into ice water (1000 mL), and NaCl was added thereto to give a sat... Starting materials: FC(C(=O)O)(F)F.C(Cl)Cl (trifluoroacetic acid CH2Cl2), 4R-(1R-Hydroxy-prop-2-ynyl)-2,2,5R-trimethyl-oxazolidine-3-carboxylic acid tert-butyl ester, FC=1C(=C2/C(/C(NC2=CC1)=O)=C/C=1NC=CC1OC)I ((Z)-1,3-dihydro-5-fluoro-4-iodo-3-[(3-methoxy-1H-pyrrol-2-yl)methylene]-2H-indol-2-one), FC=1C(=C2/C(/C(NC2=CC1)=O)=C/C=1NC=CC1OC)I ((Z)-1,3-dihydro-5-fluoro-4-iodo-3-[(3-methoxy-1H-pyrrol-2-yl)methylene]-2H-indol-2-one). Reagents/catalysts: O (water), C=1C=CC(=CC1)[P](C=2C=CC=CC2)(C=3C=CC=CC3)[Pd]([P](C=4C=CC=CC4)(C=5C=CC=CC5)C=6C=CC=CC6)([P](C=7C=CC=CC7)(C=8C=CC=CC8)C=9C=CC=CC9)[P](C=1C=CC=CC1)(C=1C=CC=CC1)C=1C=CC=CC1 ((Ph3P)4Pd). Run in C(Cl)Cl (CH2Cl2), CCN(CC)CC (Et3N), CN(C)C=O (DMF). Run at temperature 0 celsius, time 1.5 hour. Yields the product N[C@H]([C@@H](C#CC1=C2/C(/C(NC2=CC=C1F)=O)=C/C=1NC=CC1OC)O)[C@@H](C)O ((Z)-4-[(3R,4S,5R)-4-Amino-3,5-dihydroxy-1-hexynyl]-1,3-dihydro-5-fluoro-3-[(3-methoxy-1H-pyrrol-2-yl)methylene]-2H-indol-2-one). As a reaction SMILES: [F:1][C:2]1[C:3](I)=[C:4]2[C:8](=[CH:9][CH:10]=1)[NH:7][C:6](=[O:11])/[C:5]/2=[CH:12]\[C:13]1[NH:14][CH:15]=[CH:16][C:17]=1[O:18][CH3:19].F[C:22](F)(F)[C:23]([OH:25])=O.C(Cl)Cl>C1C=CC([P]([Pd]([P](C2C=CC=CC=2)(C2C=CC=CC=2)C2C=CC=CC=2)([P](C2C=CC=CC=2)(C2C=CC=CC=2)C2C=CC=CC=2)[P](C2C=CC=CC=2)(C2C=CC=CC=2)C2C=CC=CC=2)(C2C=CC=CC=2)C2C=CC=CC=2)=CC=1.CN(C=O)C.CCN(CC)CC.C(Cl)Cl.O>[NH2:14][C@@H:13]([C@H:23]([OH:25])[CH3:22])[C@H:17]([OH:18])[C:16]#[C:15][C:3]1[C:2]([F:1])=[CH:10][CH:9]=[C:8]2[C:4]=1/[C:5](=[CH:12]/[C:13]1[NH:14][CH:15]=[CH:16][C:17]=1[O:18][CH3:19])/[C:6](=[O:11])[NH:7]2 |f:1.2,^1:34,36,55,74|. Procedure: Using Method C above, 4R-(1R-Hydroxy-prop-2-ynyl)-2,2,5R-trimethyl-oxazolidine-3-carboxylic acid tert-butyl ester (0.2 g, 0.65 mmol) (Example 105A above) was coupled with (Z)-1,3-dihydro-5-fluoro-4-iodo-3-[(3-methoxy-1H-pyrrol-2-yl)methylene]-2H-indol-2-one (0.1 g, 0.26 mmol) (Starting Material 6) using (Ph3P)4Pd (30 mg) and Cul (6 mg) as catalyst in DMF (5 mL) and Et3N (5 mL) as solvent at 85° C. for 18 h. To above compound in CH2Cl2 (10 mL) was added a 1:1 mixture of trifluoroacetic acid/CH2Cl... The reactants are CCOC(C)=O, CCCCCC, Cc1c2c(c(C(O)c3ccccc3)c(C)c1NC(=O)CC(C)(C)C)OC(C)(C)C2. The product is Cc1c(Cc2ccccc2)c2c(c(C)c1NC(=O)CC(C)(C)C)CC(C)(C)O2. As a reaction SMILES: [C:36]([O:37][CH2:38][CH3:39])(=[O:40])[CH3:41].[CH3:30][CH2:31][CH2:32][CH2:33][CH2:34][CH3:35].[OH:1][CH:2]([c:3]1[c:4]([CH3:23])[c:5]([NH:15][C:16]([CH2:17][C:18]([CH3:19])([CH3:20])[CH3:21])=[O:22])[c:6]([CH3:14])[c:7]2[c:11]1[O:10][C:9]([CH3:12])([CH3:13])[CH2:8]2)[c:24]1[cH:25][cH:26][cH:27][cH:28][cH:29]1>>[CH2:2]([c:3]1[c:4]([CH3:23])[c:5]([NH:15][C:16]([CH2:17][C:18]([CH3:19])([CH3:20])[CH3:21])=[O:22])[c:6]([CH3:14])[c:7]2[c:11]1[O:10][C:9]([CH3:12])([CH3:13])[CH2:8]2)[c:24]1[cH:25][cH:26][cH:27][cH:28][cH:29]1. Reactants: Cl.NC1=C2NC(N(C2=NC(=N1)OCCCC)CCCNCCN(C)C)=O (6-Amino-2-butoxy-9-(3-{[2-(dimethylamino)ethyl]amino}propyl)-7,9-dihydro-8H-purin-8-one, hydrochloride), C(C1=CC=CC=C1)=O (benzaldehyde), C(C)(=O)O[BH-](OC(C)=O)OC(C)=O.[Na+] (Sodium triacetoxyborohydride). Solvent: CN1CCCC1=O (NMP), CO (methanol). Reaction conditions: time 15 minute. The product is NC1=C2NC(N(C2=NC(=N1)OCCCC)CCCN(CCN(C)C)CC1=CC=CC=C1)=O (6-Amino-9-(3-{benzyl[2-(dimethylamino)ethyl]amino}propyl)-2-butoxy-7,9-dihydro-8H-purin-8-one). Isolated yield 59.7%. As a reaction SMILES: Cl.[NH2:2][C:3]1[N:11]=[C:10]([O:12][CH2:13][CH2:14][CH2:15][CH3:16])[N:9]=[C:8]2[C:4]=1[NH:5][C:6](=[O:26])[N:7]2[CH2:17][CH2:18][CH2:19][NH:20][CH2:21][CH2:22][N:23]([CH3:25])[CH3:24].[CH:27](=O)[C:28]1[CH:33]=[CH:32][CH:31]=[CH:30][CH:29]=1.C(O[BH-](OC(=O)C)OC(=O)C)(=O)C.[Na+]>CN1C(=O)CCC1.CO>[NH2:2][C:3]1[N:11]=[C:10]([O:12][CH2:13][CH2:14][CH2:15][CH3:16])[N:9]=[C:8]2[C:4]=1[NH:5][C:6](=[O:26])[N:7]2[CH2:17][CH2:18][CH2:19][N:20]([CH2:27][C:28]1[CH:33]=[CH:32][CH:31]=[CH:30][CH:29]=1)[CH2:21][CH2:22][N:23]([CH3:25])[CH3:24] |f:0.1,3.4|. Procedure details: The product from step (iii) (0.1 g) and benzaldehyde (0.0362 g, 0.0347 ml) were combined in NMP (4 mL) and stirred at RT for 15 mins. Sodium triacetoxyborohydride (0.0904 g) was added. The reaction mixture was stirred for 16 h. The reaction mixture was diluted with methanol and purified by RP-prep-HPLC 75:05 NH3:acetonitrile over 15 mins to give title compound (0.068 g) Reactants: ClCCCl, O=S(Cl)Cl, O=C(CC(C(=O)[O-])c1ccccc1)C(=O)OCc1ccc([N+](=O)[O-])cc1. The product is O=C1OC(Cl)(C(=O)OCc2ccc([N+](=O)[O-])cc2)CC1c1ccccc1. As a reaction SMILES: [Cl:31][CH2:32][CH2:33][Cl:34].[S:27]([Cl:28])([Cl:29])=[O:30].[c:1]1([CH:7]([CH2:8][C:9]([C:10](=[O:11])[O:12][CH2:13][c:14]2[cH:15][cH:16][c:17]([N+:20](=[O:21])[O-:22])[cH:18][cH:19]2)=[O:23])[C:24](=[O:25])[O-:26])[cH:2][cH:3][cH:4][cH:5][cH:6]1>>[c:1]1([CH:7]2[CH2:8][C:9]([C:10](=[O:11])[O:12][CH2:13][c:14]3[cH:15][cH:16][c:17]([N+:20](=[O:21])[O-:22])[cH:18][cH:19]3)([Cl:29])[O:26][C:24]2=[O:25])[cH:2][cH:3][cH:4][cH:5][cH:6]1. Starting materials: [BH4-].[Na+] (sodium borohydride), C(C)SC=1N(C(=CN1)C=C(C#N)C#N)C ([(2-ethylthio-1-methylimidazol-5-yl)methylidene]malononitrile), Cl (hydrochloric acid). Solvent: O1CCCC1 (tetrahydrofuran). Run at time 4 hour. Yields the product C(C)SC=1N(C(=CN1)CC(C#N)C#N)C ([(2-ethylthio-1-methylimidazol-5-yl)methyl]malononitrile). Yield: 72.1%. Reaction SMILES: [CH2:1]([S:3][C:4]1[N:5]([CH3:15])[C:6]([CH:9]=[C:10]([C:13]#[N:14])[C:11]#[N:12])=[CH:7][N:8]=1)[CH3:2].[BH4-].[Na+].Cl>O1CCCC1>[CH2:1]([S:3][C:4]1[N:5]([CH3:15])[C:6]([CH2:9][CH:10]([C:11]#[N:12])[C:13]#[N:14])=[CH:7][N:8]=1)[CH3:2] |f:1.2|. Procedure: 0.44 g of [(2-ethylthio-1-methylimidazol-5-yl)methylidene]malononitrile was dissolved in 10 ml of tetrahydrofuran, and 0.10 g of sodium borohydride was then added under ice-cooling. The mixture was stirred for 4 hours under ice-cooling. The reaction mixture was added to 0.5 N hydrochloric acid under ice-cooling and then extracted with ethyl acetate. The organic layer was dried over anhydrous magnesium sulfate, filtered and then concentrated under reduced pressure. The residue was subjected to si... Reactants: C(C1=CC=CC=C1)N1C[C@@H](N(CC1)C(=O)OC(C)(C)C)CCCO (4-benzyl-1-tert-butoxycarbonyl-2(S)-(3-hydroxy-1-propyl)piperazine), [H-].[Na+] (sodium hydride), CI (methyl iodide). Solvent: CN(C)C=O (DMF). The product is C(C1=CC=CC=C1)N1C[C@@H](N(CC1)C(=O)OC(C)(C)C)CCCOC (4-Benzyl-1-tert-butoxycarbonyl-2(S)-(3-methoxy-1-propyl)piperazine). Isolated yield 81.9%. Reaction SMILES: [CH2:1]([N:8]1[CH2:13][CH2:12][N:11]([C:14]([O:16][C:17]([CH3:20])([CH3:19])[CH3:18])=[O:15])[C@@H:10]([CH2:21][CH2:22][CH2:23][OH:24])[CH2:9]1)[C:2]1[CH:7]=[CH:6][CH:5]=[CH:4][CH:3]=1.[H-].[Na+].[CH3:27]I>CN(C=O)C>[CH2:1]([N:8]1[CH2:13][CH2:12][N:11]([C:14]([O:16][C:17]([CH3:18])([CH3:19])[CH3:20])=[O:15])[C@@H:10]([CH2:21][CH2:22][CH2:23][O:24][CH3:27])[CH2:9]1)[C:2]1[CH:7]=[CH:6][CH:5]=[CH:4][CH:3]=1 |f:1.2|. Procedure details: The title compound was prepared according to the procedure described in Example 7, Step C, except using 4-benzyl-1-tert-butoxycarbonyl-2(S)-(3-hydroxy-1-propyl)piperazine (1.02 g, 3.05 mmol), sodium hydride (0.183 g, 60% dispersion in oil, 4.58 mmol), and methyl iodide (0.247 mL, 3.97 mmol) in DMF (6 mL). The crude product was chromatographed on silica gel with 30% ethyl acetate in hexane to obtain the title compound as a clear oil (0.870 g). NMR (CDCl3, 300 MHz) δ 7.3 (5H, m), 4.05 (1H, m), 3.8...